From a dataset of the Open Reaction Database (ORD), a public repository of structured organic reaction records. describe an organic reaction: reactants, conditions, products, and yield Reactants: Nc1nc(Cl)c2ncn(CC(=O)O)c2n1, [Na+], [Na], CN(C)C=O, [OH-], OCc1ccccc1. The product is Nc1nc(OCc2ccccc2)c2ncn(CC(=O)O)c2n1. RXN SMILES: [NH2:2][c:3]1[n:4][c:5]([Cl:16])[c:6]2[n:7][cH:8][n:9]([CH2:12][C:13](=[O:14])[OH:15])[c:10]2[n:11]1.[Na+:18].[Na:1].[O:27]=[CH:28][N:29]([CH3:30])[CH3:31].[OH-:17].[OH:19][CH2:20][c:21]1[cH:22][cH:23][cH:24][cH:25][cH:26]1>>[NH2:2][c:3]1[n:4][c:5]([O:19][CH2:20][c:21]2[cH:22][cH:23][cH:24][cH:25][cH:26]2)[c:6]2[n:7][cH:8][n:9]([CH2:12][C:13](=[O:14])[OH:15])[c:10]2[n:11]1. The reactants are CO, COc1ccc(S(=O)(=O)C2(CC#Cc3ccc(Cl)cc3)SC(=O)NC2=O)cc1, O. Yields the product COc1ccc(S(=O)(=O)C2(CCCc3ccc(Cl)cc3)SC(=O)NC2=O)cc1. RXN SMILES: [CH3:29][OH:30].[Cl:1][c:2]1[cH:3][cH:4][c:5]([C:8]#[C:9][CH2:10][C:11]2([S:18](=[O:19])(=[O:20])[c:21]3[cH:22][cH:23][c:24]([O:27][CH3:28])[cH:25][cH:26]3)[C:12](=[O:17])[NH:13][C:14](=[O:16])[S:15]2)[cH:6][cH:7]1.[OH2:31]>>[Cl:1][c:2]1[cH:3][cH:4][c:5]([CH2:8][CH2:9][CH2:10][C:11]2([S:18](=[O:19])(=[O:20])[c:21]3[cH:22][cH:23][c:24]([O:27][CH3:28])[cH:25][cH:26]3)[C:12](=[O:17])[NH:13][C:14](=[O:16])[S:15]2)[cH:6][cH:7]1. Reaction SMILES: [Cl:1][C:2]1[CH:3]=[CH:4][C:5]([CH2:11][C:12]2[CH:17]=[CH:16][CH:15]=[C:14]([F:18])[CH:13]=2)=[C:6]([CH:10]=1)[C:7]([OH:9])=O.Cl.[NH2:20][C@H:21]([C:23]1[CH:32]=[CH:31][C:26]([C:27]([O:29][CH3:30])=[O:28])=[CH:25][CH:24]=1)[CH3:22]>>[Cl:1][C:2]1[CH:3]=[CH:4][C:5]([CH2:11][C:12]2[CH:17]=[CH:16][CH:15]=[C:14]([F:18])[CH:13]=2)=[C:6]([CH:10]=1)[C:7]([NH:20][C@H:21]([C:23]1[CH:32]=[CH:31][C:26]([C:27]([O:29][CH3:30])=[O:28])=[CH:25][CH:24]=1)[CH3:22])=[O:9] |f:1.2|. Starting materials: ClC=1C=CC(=C(C(=O)O)C1)CC1=CC(=CC=C1)F (5-Chloro-2-(3-fluorobenzyl)benzoic acid), Cl.N[C@@H](C)C1=CC=C(C(=O)OC)C=C1 (Methyl 4-[(1S)-1-aminoethyl]benzoate hydrochloride). Yields the product ClC=1C=CC(=C(C(=O)N[C@@H](C)C2=CC=C(C(=O)OC)C=C2)C1)CC1=CC(=CC=C1)F (Methyl 4-((1S)-1-{[5-chloro-2-(3-fluorobenzyl)benzoyl]amino}ethyl)benzoate). Reported procedure: The title compound was prepared according to the procedure described in step 3 of Example 1 from 5-chloro-2-(3-fluorobenzyl)benzoic acid (step 3) and methyl 4-[(1S)-1-aminoethyl]benzoate hydrochloride (step 3 of Example 5): 1H-NMR (CDCl3) δ 8.00–7.96 (2H, m), 7.36–7.14 (6H, m), 6.90–6.74 (3H, m), 5.93 (1H, d, J=7.3 Hz), 5.20 (1H, dq, J=7.3, 7.0 Hz), 4.12 (2H, s), 3.92 (3H, s), 1.44 (3H, d, J=7.0 Hz); MS (ESI) m/z 426 (M+H)+, 424 (M−H)−.